From a dataset of the Open Reaction Database (ORD), a public repository of structured organic reaction records. describe an organic reaction: reactants, conditions, products, and yield The reactants are C(C1=CC=CC=C1)O (benzyl alcohol), ClC1=CC2=C(C(C3=C(C(N2)=O)NN=C3C(=O)O)=O)C=C1 (7-Chloro-3-(carboxy)pyrazolo[3,4-c][1]benzazepine-4,10-(1H,9H)-dione), ClC1=CC2=C(C(C3=C(C(N2)=O)NN=C3C(=O)O)=O)C=C1 (7-Chloro-3-(carboxy)pyrazolo[3,4-c][1]benzazepine-4,10-(1H,9H)-dione), C(=O)(N1C=NC=C1)N1C=NC=C1 (1,1′-carbonyldiimidazole), O (water). The solvent is CN(C=O)C (N,N-dimethylformamide). Conditions: temperature 55 celsius, time 2.75 minute. Product: ClC1=CC2=C(C(C3=C(C(N2)=O)NN=C3C(=O)OCC3=CC=CC=C3)=O)C=C1 (7-Chloro-3-(benzyloxycarbonyl)pyrazolo[3,4-c][1]benzazepine-4,10(1H,9H)-dione). Yield: 54.8%. Reaction SMILES: [Cl:1][C:2]1[CH:20]=[CH:19][C:5]2[C:6](=[O:18])[C:7]3[C:14]([C:15]([OH:17])=[O:16])=[N:13][NH:12][C:8]=3[C:9](=[O:11])[NH:10][C:4]=2[CH:3]=1.C(N1C=CN=C1)(N1C=CN=C1)=O.[CH2:33](O)[C:34]1[CH:39]=[CH:38][CH:37]=[CH:36][CH:35]=1.O>CN(C)C=O>[Cl:1][C:2]1[CH:20]=[CH:19][C:5]2[C:6](=[O:18])[C:7]3[C:14]([C:15]([O:17][CH2:33][C:34]4[CH:39]=[CH:38][CH:37]=[CH:36][CH:35]=4)=[O:16])=[N:13][NH:12][C:8]=3[C:9](=[O:11])[NH:10][C:4]=2[CH:3]=1. Procedure: A solution of 7-chloro-3-(carboxy)pyrazolo[3,4-c][1]benzazepine-4,10(1H,9H)-dione (500 mg, 1.72 mmol) (compound of Example 9) and 1,1′-carbonyldiimidazole (418 mg, 2.58 mmol) in N,N-dimethylformamide (7 mL) was stirred 13 minutes. In one portion benzyl alcohol (534 μL, 5.16 mmol) was added. The solution was stirred for 17.5 hours at room temperature and 2.75 minutes at 55° C. The solution was allowed to cool to room temperature and water (10 mL) was added. The insoluble material was filtered and...